This data is from the Open Reaction Database (ORD), a public repository of structured organic reaction records. The task is: describe an organic reaction: reactants, conditions, products, and yield Reactants: C(#N)C=1C=C2C(=NNC2=CC1)C1=CC=CC=C1 (5-cyano-3-phenylindazole), [H-].[Na+] (sodium hydride), BrCCCBr (1,3-dibromopropane). The solvent is CN(C=O)C (dimethylformamide), CN(C=O)C (dimethylformamide). Conditions: time 10 minute. The product is BrCCCN1N=C(C2=CC(=CC=C12)C#N)C1=CC=CC=C1 (1-(3'-bromopropyl)-5-cyano-3-phenylindazole). RXN SMILES: [C:1]([C:3]1[CH:4]=[C:5]2[C:9](=[CH:10][CH:11]=1)[NH:8][N:7]=[C:6]2[C:12]1[CH:17]=[CH:16][CH:15]=[CH:14][CH:13]=1)#[N:2].[H-].[Na+].[Br:20][CH2:21][CH2:22][CH2:23]Br>CN(C)C=O>[Br:20][CH2:21][CH2:22][CH2:23][N:8]1[C:9]2[C:5](=[CH:4][C:3]([C:1]#[N:2])=[CH:11][CH:10]=2)[C:6]([C:12]2[CH:13]=[CH:14][CH:15]=[CH:16][CH:17]=2)=[N:7]1 |f:1.2|. Procedure details: To a solution of 4.2 g of the 5-cyano-3-phenylindazole in 20 ml of dimethylformamide, 0.8 g of 60% sodium hydride was added, and the mixture was stirred for 10 minutes. The mixture was added dropwise to a mixture of 7 ml of 1,3-dibromopropane and 10 ml of dimethylformamide under cooling with ice. The mixture was stirred for 10 minutes at room temperature and extracted with benzene. The extract was washed with water, dried over anhydrous sodium sulfate and concentrated. The residue was subjected ...